This data is from the Open Reaction Database (ORD), a public repository of structured organic reaction records. The task is: describe an organic reaction: reactants, conditions, products, and yield Starting materials: C(C)N(C1=CC=CC=C1)CC (N,N-diethylaniline), P(=O)(Cl)(Cl)Cl (phosphorus oxychloride), P(=O)(Cl)(Cl)Cl (phosphorus oxychloride), OC1=NC(=NC(=C1)C1=CC=CC=C1)SCC(=O)N (2-(4-hydroxy-6-phenyl-2-pyrimidinylthio)acetamide). Product: ClC1=NC(=NC(=C1)C1=CC=CC=C1)SCC#N ((4-Chloro-6-Phenyl-2-Pyrimidinylthio)Acetonitrile). Reaction SMILES: C(N(CC)C1C=CC=CC=1)C.P(Cl)(Cl)([Cl:14])=O.O[C:18]1[CH:23]=[C:22]([C:24]2[CH:29]=[CH:28][CH:27]=[CH:26][CH:25]=2)[N:21]=[C:20]([S:30][CH2:31][C:32]([NH2:34])=O)[N:19]=1>>[Cl:14][C:18]1[CH:23]=[C:22]([C:24]2[CH:29]=[CH:28][CH:27]=[CH:26][CH:25]=2)[N:21]=[C:20]([S:30][CH2:31][C:32]#[N:34])[N:19]=1. Procedure: To a solution of 14.9 g. (0.1 mole) of N,N-diethylaniline in 400 ml. of phosphorus oxychloride was added 26.1 g. (0.1 mole) of 2-(4-hydroxy-6-phenyl-2-pyrimidinylthio)acetamide. After being heated under reflux for one hour the phosphorus oxychloride was removed in a rotary evaporator. The residue was poured into 1000 ml. of ice-water and the precipitate was collected by filtration. The filter cake was triturated with 250 ml. of acetone with the insoluble material being removed by filtration. Dil... The product is ClCCN(C(=O)N(C1[C@H](O)[C@@H](O)[C@@H](O)CO1)CC=C)N=O (1-(2-chloroethyl)-1-nitroso-3-(2-propenyl)-3-L-arabinopyranosylurea). As a reaction SMILES: [Cl:1][CH2:2][CH2:3][NH:4][C:5]([N:7]([CH2:17][CH:18]=[CH2:19])[CH:8]1[O:16][CH2:15][C@H:13]([OH:14])[C@H:11]([OH:12])[C@H:9]1[OH:10])=[O:6].C(=O)([O-])[O-].[Na+].[Na+].[N+:26]([O-])([N+]([O-])=O)=[O:27]>O1CCCC1.C(Cl)Cl>[Cl:1][CH2:2][CH2:3][N:4]([N:26]=[O:27])[C:5]([N:7]([CH2:17][CH:18]=[CH2:19])[CH:8]1[O:16][CH2:15][C@H:13]([OH:14])[C@H:11]([OH:12])[C@H:9]1[OH:10])=[O:6] |f:1.2.3|. The solvent is O1CCCC1 (tetrahydrofuran), C(Cl)Cl (methylene chloride). Starting materials: ClCCNC(=O)N(C1[C@H](O)[C@@H](O)[C@@H](O)CO1)CC=C (1-(2-chloroethyl)-3-(2-propenyl)-3-L-arabinopyranosylurea), C([O-])([O-])=O.[Na+].[Na+] (sodium carbonate), [N+](=O)([N+](=O)[O-])[O-] (nitrogen tetroxide). Isolated yield 65.4%. Procedure: 3.2 g of 1-(2-chloroethyl)-3-(2-propenyl)-3-L-arabinopyranosylurea are dissolved in a mixture of 60 ml of tetrahydrofuran and 60 ml of methylene chloride, and 15 g of sodium carbonate anhydrate are added thereto. 5 g of nitrogen tetroxide gas are introduced into the mixture for 10 minutes under ice-cooling and stirring. The mixture is treated in the same manner as described in Example 2. 2.3 g of 1-(2-chloroethyl)-1-nitroso-3-(2-propenyl)-3-L-arabinopyranosylurea are thereby obtained as yellow c...